This data is from the Open Reaction Database (ORD), a public repository of structured organic reaction records. The task is: describe an organic reaction: reactants, conditions, products, and yield Starting materials: O=C1CCC(=O)N1Br, CN(C)C=O, O, Cc1oc2cc(O)ccc2c(=O)c1-c1ccccc1. Yields the product Cc1oc2c(Br)c(O)ccc2c(=O)c1-c1ccccc1. RXN SMILES: [Br:1][N:2]1[C:3](=[O:4])[CH2:5][CH2:6][C:7]1=[O:8].[O:29]=[CH:30][N:31]([CH3:32])[CH3:33].[OH2:28].[OH:9][c:10]1[cH:11][cH:12][c:13]2[c:14](=[O:27])[c:15](-[c:21]3[cH:22][cH:23][cH:24][cH:25][cH:26]3)[c:16]([CH3:20])[o:17][c:18]2[cH:19]1>>[Br:1][c:19]1[c:10]([OH:9])[cH:11][cH:12][c:13]2[c:14](=[O:27])[c:15](-[c:21]3[cH:22][cH:23][cH:24][cH:25][cH:26]3)[c:16]([CH3:20])[o:17][c:18]21. The reactants are ClC=1C=CC(=C(C1)C1=CC(N(C=C1F)C(C(=O)NC1=CC=C(C(=O)OC(C)(C)C)C=C1)C)=O)C#N (tert-Butyl 4-({2-[4-(5-chloro-2-cyanophenyl)-5-fluoro-2-oxopyridin-1(2H)-yl]propanoyl}amino)benzoate), C(=O)(C(F)(F)F)O (TFA). Yields the product ClC=1C=CC(=C(C1)C1=CC(N(C=C1F)C(C(=O)NC1=CC=C(C(=O)O)C=C1)C)=O)C#N (4-({2-[4-(5-Chloro-2-cyanophenyl)-5-fluoro-2-oxopyridin-1(2H)-yl]propanoyl}amino)benzoic acid). Reaction SMILES: [Cl:1][C:2]1[CH:3]=[CH:4][C:5]([C:34]#[N:35])=[C:6]([C:8]2[C:13]([F:14])=[CH:12][N:11]([CH:15]([CH3:32])[C:16]([NH:18][C:19]3[CH:31]=[CH:30][C:22]([C:23]([O:25]C(C)(C)C)=[O:24])=[CH:21][CH:20]=3)=[O:17])[C:10](=[O:33])[CH:9]=2)[CH:7]=1.C(O)(C(F)(F)F)=O>>[Cl:1][C:2]1[CH:3]=[CH:4][C:5]([C:34]#[N:35])=[C:6]([C:8]2[C:13]([F:14])=[CH:12][N:11]([CH:15]([CH3:32])[C:16]([NH:18][C:19]3[CH:31]=[CH:30][C:22]([C:23]([OH:25])=[O:24])=[CH:21][CH:20]=3)=[O:17])[C:10](=[O:33])[CH:9]=2)[CH:7]=1. Procedure: 53 mg (0.11 mmol) of tert-butyl 4-({2-[4-(5-chloro-2-cyanophenyl)-5-fluoro-2-oxopyridin-1(2H)-yl]propanoyl}amino)benzoate (racemate) (Example 11.1E) were hydrolysed with TFA according to General Method 2. Yield: 36 mg (77% of theory). The reactants are CC(CC(C)(C)OOC(C)(C)C)OC(=O)C(=O)Cl, [Na+], O=C([O-])O, O. Product: CC(CC(C)(C)OOC(C)(C)C)OC(=O)C(=O)O. As a reaction SMILES: [C:1]([C:2](=[O:3])[O:4][CH:5]([CH2:6][C:7]([CH3:8])([CH3:9])[O:10][O:11][C:12]([CH3:13])([CH3:14])[CH3:15])[CH3:16])(=[O:17])[Cl:18].[Na+:23].[O-:19][C:20]([OH:21])=[O:22].[OH2:24]>>[C:1]([C:2](=[O:3])[O:4][CH:5]([CH2:6][C:7]([CH3:8])([CH3:9])[O:10][O:11][C:12]([CH3:13])([CH3:14])[CH3:15])[CH3:16])([OH:17])=[O:19]. Starting materials: O=C(COC=1C=C(C(=O)NC23CC4(CC(CC(C2)C4)C3)NC(=O)C3=NC(=CN=C3)C)C=CC1)C (6-methyl-pyrazine-2-carboxylic acid {3-[3-(2-oxo-propoxy)-benzoyl-amino]-adamantan-1-yl}-amide), C[Mg+].[Br-] (MeMgBr), C1CCOC1 (THF). Run in CCOCC (ether). Yields the product CC1=CN=CC(=N1)C(=O)O (6-Methyl-pyrazine-2-carboxylic acid), OC(COC=1C=C(C(=O)NC23CC4(CC(CC(C2)C4)C3)NC(=O)C3=NC(=CN=C3)C)C=CC1)(C)C (6-methyl-pyrazine-2-carboxylic acid {3-[3-(2-hydroxy-2-methylpropoxy)-benzoylamino]-adamantan-1-yl}-amide). RXN SMILES: [O:1]=[C:2]([CH3:34])[CH2:3][O:4][C:5]1[CH:6]=[C:7]([CH:31]=[CH:32][CH:33]=1)[C:8]([NH:10][C:11]12[CH2:20][CH:15]3[CH2:16][CH:17]([CH2:19][C:13]([NH:21][C:22]([C:24]4[CH:29]=[N:28][CH:27]=[C:26]([CH3:30])[N:25]=4)=[O:23])([CH2:14]3)[CH2:12]1)[CH2:18]2)=[O:9].C[Mg+].[Br-].[CH2:38]1C[O:41]CC1>CCOCC>[CH3:30][C:26]1[N:25]=[C:24]([C:22]([OH:23])=[O:41])[CH:29]=[N:28][CH:27]=1.[OH:1][C:2]([CH3:38])([CH3:34])[CH2:3][O:4][C:5]1[CH:6]=[C:7]([CH:31]=[CH:32][CH:33]=1)[C:8]([NH:10][C:11]12[CH2:18][CH:17]3[CH2:16][CH:15]([CH2:14][C:13]([NH:21][C:22]([C:24]4[CH:29]=[N:28][CH:27]=[C:26]([CH3:30])[N:25]=4)=[O:23])([CH2:19]3)[CH2:12]1)[CH2:20]2)=[O:9] |f:1.2|. Procedure: Reaction of 6-methyl-pyrazine-2-carboxylic acid {3-[3-(2-oxo-propoxy)-benzoyl-amino]-adamantan-1-yl}-amide with MeMgBr in THF or ether at 0° C. could yield the title compound, 6-methyl-pyrazine-2-carboxylic acid {3-[3-(2-hydroxy-2-methylpropoxy)-benzoylamino]-adamantan-1-yl}-amide. Starting materials: S(=O)(Cl)Cl (Thionyl chloride), OC(C(CCl)(Cl)Cl)NC=O (N-(1-hydroxy-2,2,3-trichloro-n-propyl)-formamide). Yields the product ClC(C(CCl)(Cl)Cl)NC=O (N-(1,2,2,3-tetrachloro-n-propyl)-formamide). Reaction SMILES: S(Cl)([Cl:3])=O.O[CH:6]([NH:12][CH:13]=[O:14])[C:7]([Cl:11])([Cl:10])[CH2:8][Cl:9]>>[Cl:3][CH:6]([NH:12][CH:13]=[O:14])[C:7]([Cl:11])([Cl:10])[CH2:8][Cl:9]. Procedure: Thionyl chloride was poured over 20.6 gm of N-(1-hydroxy-2,2,3-trichloro-n-propyl)-formamide, and the mixture was refluxed for 15 minutes. Subsequently, the excess thionyl chloride was distilled off, and the residue was recrystallized from benzene/petroleum ether, m.p. 55°-57° C. The reactants are CC#N, O=S(=O)(Cl)c1cc(Cl)c(F)cc1F, Nc1cccnn1. The product is O=S(=O)(Nc1cccnn1)c1cc(Cl)c(F)cc1F. Reaction SMILES: [CH3:21][C:22]#[N:23].[Cl:8][c:9]1[c:10]([F:20])[cH:11][c:12]([F:19])[c:13]([S:15](=[O:16])(=[O:17])[Cl:18])[cH:14]1.[n:1]1[n:2][c:3]([NH2:7])[cH:4][cH:5][cH:6]1>>[n:1]1[n:2][c:3]([NH:7][S:15]([c:13]2[c:12]([F:19])[cH:11][c:10]([F:20])[c:9]([Cl:8])[cH:14]2)(=[O:16])=[O:17])[cH:4][cH:5][cH:6]1. Starting materials: ClCCl, O=C(OC(=O)C(F)(F)F)C(F)(F)F, O=C1CC(O)(COCc2ccccc2)C(OCc2ccccc2)C(OCc2ccccc2)C1OCc1ccccc1, c1ccncc1. Product: O=C1C=C(COCc2ccccc2)C(OCc2ccccc2)C(OCc2ccccc2)C1OCc1ccccc1. Reaction SMILES: [CH2:61]([Cl:62])[Cl:63].[F:42][C:43]([F:44])([F:45])[C:46]([O:47][C:48](=[O:49])[C:50]([F:51])([F:52])[F:53])=[O:54].[OH:1][C:2]1([CH2:33][O:34][CH2:35][c:36]2[cH:37][cH:38][cH:39][cH:40][cH:41]2)[CH:3]([O:25][CH2:26][c:27]2[cH:28][cH:29][cH:30][cH:31][cH:32]2)[CH:4]([O:17][CH2:18][c:19]2[cH:20][cH:21][cH:22][cH:23][cH:24]2)[CH:5]([O:9][CH2:10][c:11]2[cH:12][cH:13][cH:14][cH:15][cH:16]2)[C:6](=[O:8])[CH2:7]1.[cH:55]1[cH:56][cH:57][n:58][cH:59][cH:60]1>>[C:2]1([CH2:33][O:34][CH2:35][c:36]2[cH:37][cH:38][cH:39][cH:40][cH:41]2)=[CH:7][C:6](=[O:8])[CH:5]([O:9][CH2:10][c:11]2[cH:12][cH:13][cH:14][cH:15][cH:16]2)[CH:4]([O:17][CH2:18][c:19]2[cH:20][cH:21][cH:22][cH:23][cH:24]2)[CH:3]1[O:25][CH2:26][c:27]1[cH:28][cH:29][cH:30][cH:31][cH:32]1. Starting materials: C1=C(C=CC2=CC=CC=C12)C(=O)NC=1C=C(C=CC1)NC1=NC=CC=C1[N+](=O)[O-] (2-[3-(2-naphthoylamino)phenylamino]-3-nitropyridine), Cl (hydrochloric acid), C([O-])(O)=O.[Na+] (sodium bicarbonate). Reagents/catalysts: [Fe] (iron). The solvent is C(C)O (ethanol). Reaction conditions: temperature 80 celsius, time 30 minute. Yields the product NC=1C(=NC=CC1)NC1=CC(=CC=C1)NC(=O)C1=CC2=CC=CC=C2C=C1 (3-amino-2-[3-(2-naphthoylamino)phenylamino]pyridine). The yield is 78.0%. RXN SMILES: [CH:1]1[C:10]2[C:5](=[CH:6][CH:7]=[CH:8][CH:9]=2)[CH:4]=[CH:3][C:2]=1[C:11]([NH:13][C:14]1[CH:15]=[C:16]([NH:20][C:21]2[C:26]([N+:27]([O-])=O)=[CH:25][CH:24]=[CH:23][N:22]=2)[CH:17]=[CH:18][CH:19]=1)=[O:12].Cl.C(=O)(O)[O-].[Na+]>C(O)C.[Fe]>[NH2:27][C:26]1[C:21]([NH:20][C:16]2[CH:17]=[CH:18][CH:19]=[C:14]([NH:13][C:11]([C:2]3[CH:3]=[CH:4][C:5]4[C:10](=[CH:9][CH:8]=[CH:7][CH:6]=4)[CH:1]=3)=[O:12])[CH:15]=2)=[N:22][CH:23]=[CH:24][CH:25]=1 |f:2.3|. Procedure details: A mixture of 2-[3-(2-naphthoylamino)phenylamino]-3-nitropyridine (948 mg), iron powder (0.55 g) and hydrochloric acid (35%, 2 ml) in ethanol (8 ml) was stirred at 80° C. for 30 minutes. Then the mixture was poured into aqueous sodium bicarbonate and extracted with ethyl acetate twice. The combined organic phase was washed with aqueous sodium bicarbonate and brine, dried over magnesium sulfate and concentrated. The resultant solid was collected and washed with isopropyl ether to give 3-amino-2-[3... Reactants: C(C)(C)(C)OC(=O)N1CC(C(CC1)C1=CC=C(C=C1)OCCCOCC1=C(C=CC=C1)OC)OCC1=CC=C2CCCN(C2=C1)CC(=O)OCC ((3RS,4RS)-3-(1-ethoxycarbonylmethyl-1,2,3,4-tetrahydro-quinolin-7-ylmethoxy)-4-[4-[3-(2-methoxy-benzyloxy)-propoxy]-phenyl]-piperidine-1-carboxylic acid tert-butyl ester), C([O-])([O-])=O.[K+].[K+] (potassium carbonate). Run in CO (methanol). Run at temperature 25 celsius, time 1 hour. Product: C(C)(C)(C)OC(=O)N1CC(C(CC1)C1=CC=C(C=C1)OCCCOCC1=C(C=CC=C1)OC)OCC1=CC=C2CCCN(C2=C1)CC(=O)OC ((3RS,4RS)-4-[4-[3-(2-methoxy-benzyloxy)-propoxy]-phenyl]-3-(1-methoxycarbonylmethyl-1,2,3,4-tetrahydro-quinolin-7-ylmethoxy)-piperidine-1-carboxylic acid tert-butyl ester). Yield: 46.0%. As a reaction SMILES: [C:1]([O:5][C:6]([N:8]1[CH2:13][CH2:12][CH:11]([C:14]2[CH:19]=[CH:18][C:17]([O:20][CH2:21][CH2:22][CH2:23][O:24][CH2:25][C:26]3[CH:31]=[CH:30][CH:29]=[CH:28][C:27]=3[O:32][CH3:33])=[CH:16][CH:15]=2)[CH:10]([O:34][CH2:35][C:36]2[CH:45]=[C:44]3[C:39]([CH2:40][CH2:41][CH2:42][N:43]3[CH2:46][C:47]([O:49][CH2:50]C)=[O:48])=[CH:38][CH:37]=2)[CH2:9]1)=[O:7])([CH3:4])([CH3:3])[CH3:2].C(=O)([O-])[O-].[K+].[K+]>CO>[C:1]([O:5][C:6]([N:8]1[CH2:13][CH2:12][CH:11]([C:14]2[CH:19]=[CH:18][C:17]([O:20][CH2:21][CH2:22][CH2:23][O:24][CH2:25][C:26]3[CH:31]=[CH:30][CH:29]=[CH:28][C:27]=3[O:32][CH3:33])=[CH:16][CH:15]=2)[CH:10]([O:34][CH2:35][C:36]2[CH:45]=[C:44]3[C:39]([CH2:40][CH2:41][CH2:42][N:43]3[CH2:46][C:47]([O:49][CH3:50])=[O:48])=[CH:38][CH:37]=2)[CH2:9]1)=[O:7])([CH3:4])([CH3:3])[CH3:2] |f:1.2.3|. Procedure: A solution of 0.133 g (0.189 mmol) of (3RS,4RS)-3-(1-ethoxycarbonylmethyl-1,2,3,4-tetrahydro-quinolin-7-ylmethoxy)-4-[4-[3-(2-methoxy-benzyloxy)-propoxy]-phenyl]-piperidine-1-carboxylic acid tert-butyl ester [example 2(d)] in 5 ml of methanol was treated with 0.10 g (0.72 mmol) of anhydrous potassium carbonate. The suspension was stirred for 1 h at 25° C. The salts were filtered off, the filtrate was concentrated. The thus-obtained crude product was purified by chromatography on silica gel using... The product is C(C1=CC=CC=C1)N1CCC(CC1)NC1=CC(CCC1)=O (1-(1-benzyl-4-piperidinylamino)-1-cyclohexen-3-on). Reaction SMILES: [C:1]1(=O)[CH2:6][CH2:5][CH2:4][C:3](=[O:7])[CH2:2]1.[NH2:9][CH:10]1[CH2:15][CH2:14][N:13]([CH2:16][C:17]2[CH:22]=[CH:21][CH:20]=[CH:19][CH:18]=2)[CH2:12][CH2:11]1>C1(C)C=CC=CC=1>[CH2:16]([N:13]1[CH2:14][CH2:15][CH:10]([NH:9][C:1]2[CH2:6][CH2:5][CH2:4][C:3](=[O:7])[CH:2]=2)[CH2:11][CH2:12]1)[C:17]1[CH:18]=[CH:19][CH:20]=[CH:21][CH:22]=1. Starting materials: C1(CC(CCC1)=O)=O (1,3-Cyclohexanedione), NC1CCN(CC1)CC1=CC=CC=C1 (4-amino-1-benzylpiperidine). The solvent is C1(=CC=CC=C1)C (toluene). Procedure details: 1,3-Cyclohexanedione (10.0 g) is dissolved in toluene (100 ml) with heating and thereto is added 4-amino-1-benzylpiperidine (18.6 ml). The mixture is refluxed for 2 hours by using Dean-Stark apparatus. After cooling, the precipitated crystal is washed with diethyl ether, and recrystallized from toluene to give 1-(1-benzyl-4-piperidinylamino)-1-cyclohexen-3-on (24.2 g) as light yellow prisms, m.p.: 171°-172° C.